Dataset: the Open Reaction Database (ORD), a public repository of structured organic reaction records. Task: describe an organic reaction: reactants, conditions, products, and yield Reactants: C1(CC(CC1)=O)=O (1,3-cyclopentanedione), [H-].[Na+] (NaH), CC1(OC2=CC=C(C=C2C2C1(O2)C)C#N)C (2,2,3-trimethyl-3,4-epoxy-6-cyanochroman), B(F)(F)F (BF3). Solvent: C1CCOC1 (THF), C1CCOC1 (THF). Conditions: time 1 hour. The product is CC1(OC2=CC=C(C=C2C(C1(O)C)OC1=CC(CC1)=O)C#N)C (2,2,3-trimethyl-4-(3-oxo-1-cyclopenten-1-yloxy)-6-cyano-3-chromanol). As a reaction SMILES: [C:1]1(=[O:7])[CH2:5][CH2:4][C:3](=[O:6])[CH2:2]1.[H-].[Na+].[CH3:10][C:11]1([CH3:25])[C:20]2([CH3:22])[O:21][CH:19]2[C:18]2[C:13](=[CH:14][CH:15]=[C:16]([C:23]#[N:24])[CH:17]=2)[O:12]1.B(F)(F)F>C1COCC1>[CH3:10][C:11]1([CH3:25])[C:20]([CH3:22])([OH:21])[CH:19]([O:6][C:3]2[CH2:4][CH2:5][C:1](=[O:7])[CH:2]=2)[C:18]2[C:13](=[CH:14][CH:15]=[C:16]([C:23]#[N:24])[CH:17]=2)[O:12]1 |f:1.2|. Procedure: 2.1 g of 1,3-cyclopentanedione are dissolved in 200 ml of THF under N2, 650 mg of NaH (80% in mineral oil) are added, the mixture is stirred for 1 hour, a solution of 4.6 g of 2,2,3-trimethyl-3,4-epoxy-6-cyanochroman ("IIa") in 20 ml of THF, then 2.4 ml of BF3 etherate are added successively and the mixture is stirred overnight at 20°. The mixture is evaporated and the 2,2,3-trimethyl-4-(3-oxo-1-cyclopenten-1-yloxy)-6-cyano-3-chromanol ("A") obtained is purified by chromatography on silica gel (... The reactants are CC(=O)N1c2c(ccn3c(C)c(C)nc23)C(=O)C(OC(=O)C(C)(C)C)C1c1ccccc1, [BH3-]C#N, [CH3], CC(C)O, ClCCl, N, [Na+], O. The product is CC(=O)N1c2c(ccn3c(C)c(C)nc23)C(O)C(OC(=O)C(C)(C)C)C1c1ccccc1. RXN SMILES: [C:1]([CH3:2])(=[O:3])[N:4]1[CH:5]([c:27]2[cH:28][cH:29][cH:30][cH:31][cH:32]2)[CH:6]([O:20][C:21]([C:22]([CH3:23])([CH3:24])[CH3:25])=[O:26])[C:7](=[O:19])[c:8]2[cH:9][cH:10][n:11]3[c:12]([c:13]21)[n:14][c:15]([CH3:18])[c:16]3[CH3:17].[C:33]([BH3-:34])#[N:35].[CH3:37].[CH:39]([OH:40])([CH3:41])[CH3:42].[Cl:43][CH2:44][Cl:45].[NH3:38].[Na+:36].[OH2:46]>>[C:1]([CH3:2])(=[O:3])[N:4]1[CH:5]([c:27]2[cH:28][cH:29][cH:30][cH:31][cH:32]2)[CH:6]([O:20][C:21]([C:22]([CH3:23])([CH3:24])[CH3:25])=[O:26])[CH:7]([OH:19])[c:8]2[cH:9][cH:10][n:11]3[c:12]([c:13]21)[n:14][c:15]([CH3:18])[c:16]3[CH3:17]. Reactants: CC(C)C(NC(=O)OCc1ccccc1)C(=O)O, COC(CO)OC, CN(C)c1ccncc1, C(=NC1CCCCC1)=NC1CCCCC1, ClCCl. The product is COC(COC(=O)C(NC(=O)OCc1ccccc1)C(C)C)OC. As a reaction SMILES: [CH2:1]([c:2]1[cH:3][cH:4][cH:5][cH:6][cH:7]1)[O:8][C:9](=[O:10])[NH:11][CH:12]([CH:13]([CH3:14])[CH3:15])[C:16](=[O:17])[OH:18].[CH3:19][O:20][CH:21]([CH2:22][OH:23])[O:24][CH3:25].[CH3:41][N:42]([c:43]1[cH:44][cH:45][n:46][cH:47][cH:48]1)[CH3:49].[CH:26]1([N:27]=[C:28]=[N:29][CH:30]2[CH2:31][CH2:32][CH2:33][CH2:34][CH2:35]2)[CH2:36][CH2:37][CH2:38][CH2:39][CH2:40]1.[Cl:50][CH2:51][Cl:52]>>[CH2:1]([c:2]1[cH:3][cH:4][cH:5][cH:6][cH:7]1)[O:8][C:9](=[O:10])[NH:11][CH:12]([CH:13]([CH3:14])[CH3:15])[C:16](=[O:17])[O:18][CH2:22][CH:21]([O:20][CH3:19])[O:24][CH3:25]. Reactants: [Cl-].FC1=C(C=CC2=CC=CC=C12)OCC[NH3+] (2-[(1-fluoronaphthalen-2-yl)oxy]ethanaminium chloride), ClC1=CC=C(O1)C=O (5-chlorofuran-2-carbaldehyde). Yields the product ClC1=CC=C(O1)CNCCOC1=C(C2=CC=CC=C2C=C1)F (N-[(5-chlorofuran-2-yl)methyl]-2-[(1-fluoronaphthalen-2-yl)oxy]ethanamine). The yield is 70.0%. Reaction SMILES: [Cl-].[F:2][C:3]1[C:12]2[C:7](=[CH:8][CH:9]=[CH:10][CH:11]=2)[CH:6]=[CH:5][C:4]=1[O:13][CH2:14][CH2:15][NH3+:16].[Cl:17][C:18]1[O:22][C:21]([CH:23]=O)=[CH:20][CH:19]=1>>[Cl:17][C:18]1[O:22][C:21]([CH2:23][NH:16][CH2:15][CH2:14][O:13][C:4]2[CH:5]=[CH:6][C:7]3[C:12](=[CH:11][CH:10]=[CH:9][CH:8]=3)[C:3]=2[F:2])=[CH:20][CH:19]=1 |f:0.1|. Procedure details: Prepared from 2-[(1-fluoronaphthalen-2-yl)oxy]ethanaminium chloride and 5-chlorofuran-2-carbaldehyde in 70% yield as a yellow oil. The reactants are C(C)N(CCCNC1C2=C(SCC3=C1C=CC=C3)C=CC=C2)CC (N,N-diethyl-N'-{6,11-dihydro-dibenzo[b,e]thiepin-11-yl}-1,3-propanediamine), O1CCCC1 (tetrahydrofuran), Cl[O-].[Na+] (sodium hypochlorite). Run in O (water). Yields the product C(C)N(CCCN=C1C2=C(SCC3=C1C=CC=C3)C=CC=C2)CC (N,N-diethyl-N'-{dibenzo[b,e]thiepin-11(6H)-ylidene}-1,3-propanediamine). Reaction SMILES: [CH2:1]([N:3]([CH2:23][CH3:24])[CH2:4][CH2:5][CH2:6][NH:7][CH:8]1[C:14]2[CH:15]=[CH:16][CH:17]=[CH:18][C:13]=2[CH2:12][S:11][C:10]2[CH:19]=[CH:20][CH:21]=[CH:22][C:9]1=2)[CH3:2].O1CCCC1.Cl[O-].[Na+]>O>[CH2:23]([N:3]([CH2:1][CH3:2])[CH2:4][CH2:5][CH2:6][N:7]=[C:8]1[C:14]2[CH:15]=[CH:16][CH:17]=[CH:18][C:13]=2[CH2:12][S:11][C:10]2[CH:19]=[CH:20][CH:21]=[CH:22][C:9]1=2)[CH3:24] |f:2.3|. Procedure details: 2.3 G. of N,N-diethyl-N'-{6,11-dihydro-dibenzo[b,e]thiepin-11-yl}-1,3-propanediamine are dissolved in 50 ml. of absolute tetrahydrofuran and treated dropwise, while stirring, with 6 ml. of 14% aqueous sodium hypochlorite solution. The mixture is stirred at 40°-50° C. for 4 hours, cooled and mixed with 100 ml. of water. The organic phase is extracted with ether. The ether extract is dried over sodium sulfate and evaporated under reduced pressure. The residue is purified by chromatography over alu... Reactants: Cl.N1CC(C1)C1=CC=C(C#N)C=C1 (4-(azetidin-3-yl)benzonitrile hydrochloride), ClC1=CC=C(C=C1)B(O)O ((4-chlorophenyl)boronic acid). The product is Cl.ClC1=CC=C(C=C1)C1CNC1 (3-(4-Chlorophenyl)azetidine hydrochloride). As a reaction SMILES: [ClH:1].[NH:2]1[CH2:5][CH:4]([C:6]2[CH:13]=[CH:12][C:9](C#N)=[CH:8][CH:7]=2)[CH2:3]1.[Cl:14]C1C=CC(B(O)O)=CC=1>>[ClH:14].[Cl:1][C:9]1[CH:12]=[CH:13][C:6]([CH:4]2[CH2:5][NH:2][CH2:3]2)=[CH:7][CH:8]=1 |f:0.1,3.4|. Procedure details: The title compound was prepared using standard chemical manipulations and procedures similar to those used for the preparation of compound 5.2, except (4-chlorophenyl)boronic acid was used in place of (4-cyanophenyl)boronic acid. The title compound was obtained in 20% yield over two steps. Reactants: CS(=O)(=O)O, C=C(C)c1cc(C(=O)O)cc(-c2ccc(Cl)cn2)c1, [Na+], [Na+], O=C([O-])[O-], O. Product: CC(C)(O)c1cc(C(=O)O)cc(-c2ccc(Cl)cn2)c1. Reaction SMILES: [CH3:20][S:21]([OH:22])(=[O:23])=[O:24].[Cl:1][c:2]1[cH:3][cH:4][c:5](-[c:8]2[cH:9][c:10]([C:11](=[O:12])[OH:13])[cH:14][c:15]([C:17](=[CH2:18])[CH3:19])[cH:16]2)[n:6][cH:7]1.[Na+:25].[Na+:26].[O-:27][C:28](=[O:29])[O-:30].[OH2:31]>>[Cl:1][c:2]1[cH:3][cH:4][c:5](-[c:8]2[cH:9][c:10]([C:11](=[O:12])[OH:13])[cH:14][c:15]([C:17]([CH3:18])([CH3:19])[OH:22])[cH:16]2)[n:6][cH:7]1. Reactants: C(C1=CC=CC=C1)C1CCNCC1 (4-benzylpiperidine), O (water), N1=CNC2=C1C=CC(=C2)C(=O)O (Benzimidazole-5-carboxylic acid), CCN=C=NCCCN(C)C (EDAC). Reagents/catalysts: CN(C)C=1C=CN=CC1 (DMAP). Run in CN(C)C=O (DMF). Conditions: time 20 hour. Product: C(C1=CC=CC=C1)C1CCN(CC1)C=1NC2=C(N1)C=CC(=C2)C(=O)N (4-benzyl-piperidinyl-benzimidazole-5-carboxamide). Yield: 44.9%. Reaction SMILES: [N:1]1[C:5]2[CH:6]=[CH:7][C:8]([C:10]([OH:12])=O)=[CH:9][C:4]=2[NH:3][CH:2]=1.CC[N:15]=C=NCCCN(C)C.[CH2:24]([CH:31]1[CH2:36][CH2:35][NH:34][CH2:33][CH2:32]1)[C:25]1[CH:30]=[CH:29][CH:28]=[CH:27][CH:26]=1.O>CN(C=O)C.CN(C1C=CN=CC=1)C>[CH2:24]([CH:31]1[CH2:36][CH2:35][N:34]([C:2]2[NH:3][C:4]3[CH:9]=[C:8]([C:10]([NH2:15])=[O:12])[CH:7]=[CH:6][C:5]=3[N:1]=2)[CH2:33][CH2:32]1)[C:25]1[CH:30]=[CH:29][CH:28]=[CH:27][CH:26]=1. Procedure: Benzimidazole-5-carboxylic acid (1.62 g, 10 mMol) was reacted with EDAC (1.92 g, 10 mMol) in 40 mL dry DMF at room temperature for 15 minutes. To the reaction mixture was added 4-benzylpiperidine (1.75 g, 10 mMol) and DMAP (˜20 mg, catalyst) and the mixture was stirred at room temperature for 20 h. It was poured into water and extracted with methylene chloride (3×100 mL). The combined extract was washed with water, brine and again with water. The extract was dried over MgSO4 and evaporated. The ... Starting materials: ClC1=CC(=C(C=C1)C(C#CC(=O)OCC)=O)[N+](=O)[O-] (ethyl 4-(4-chloro-2-nitrophenyl)-4-oxo-2-butynoate), [N+](=[N-])=CC(=O)C1=CC=CC=C1 (diazoacetophenone), VI. Solvent: O1CCCC1 (tetrahydrofuran). Product: ClC1=CC(=C(C(=O)C=2C(=NNC2C(=O)OCC)C(C2=CC=CC=C2)=O)C=C1)[N+](=O)[O-] (Ethyl 4-(4-chloro-2-nitrobenzoyl)-3-benzoyl-1H-pyrazole-5-carboxylate). Yield: 74.3%. RXN SMILES: [Cl:1][C:2]1[CH:7]=[CH:6][C:5]([C:8](=[O:16])[C:9]#[C:10][C:11]([O:13][CH2:14][CH3:15])=[O:12])=[C:4]([N+:17]([O-:19])=[O:18])[CH:3]=1.[N+:20](=[CH:22][C:23]([C:25]1[CH:30]=[CH:29][CH:28]=[CH:27][CH:26]=1)=[O:24])=[N-:21]>O1CCCC1>[Cl:1][C:2]1[CH:7]=[CH:6][C:5]([C:8]([C:9]2[C:22]([C:23](=[O:24])[C:25]3[CH:26]=[CH:27][CH:28]=[CH:29][CH:30]=3)=[N:20][NH:21][C:10]=2[C:11]([O:13][CH2:14][CH3:15])=[O:12])=[O:16])=[C:4]([N+:17]([O-:19])=[O:18])[CH:3]=1. Procedure details: A solution of ethyl 4-(4-chloro-2-nitrophenyl)-4-oxo-2-butynoate (prepared as described in Example 48(a)) (1.2 g, 4.11 mmol) and diazoacetophenone (1.2 g, 8.22 mmol, prepared as described in Org. Syn. Coll. Vol. VI, pp. 386-388) in tetrahydrofuran (THF) (21.6 mL) was stirred at room temperature for 16 hours. The reaction was concentrated by rotary evaporation and purified by flash chromatography eluting with hexanes:ethyl acetate (90:10, 80:20, 70:30) to give the title compound (1.3 g, 74.3%); R... Starting materials: FC(C=1C=CC2=C(NC=3C(S2)=CNC(C3C3=CC=C(C=C3)Cl)=O)C1)(F)F (7-trifluoromethyl-4-(4-chlorophenyl)-5H-pyrido[3,4-b][1,4]benzothiazin-3(2H)-one), [OH-].[Na+] (sodium hydroxide), C=O (formaldehyde). The solvent is CN(C=O)C (dimethylformamide). Yields the product FC(C=1C=CC2=C(NC=3C(S2)=CN(C(C3C3=CC=C(C=C3)Cl)=O)CO)C1)(F)F (7-trifluoromethyl-4-(4-chlorophenyl)-2-(hydroxymethyl)-5H-pyrido[3,4-b][1,4]benzothiazin-3(2H)-one). Yield: 94.0%. As a reaction SMILES: [F:1][C:2]([F:26])([F:25])[C:3]1[CH:4]=[CH:5][C:6]2[S:11][C:10]3=[CH:12][NH:13][C:14](=[O:23])[C:15]([C:16]4[CH:21]=[CH:20][C:19]([Cl:22])=[CH:18][CH:17]=4)=[C:9]3[NH:8][C:7]=2[CH:24]=1.[OH-:27].[Na+].[CH2:29]=O>CN(C)C=O>[F:26][C:2]([F:25])([F:1])[C:3]1[CH:4]=[CH:5][C:6]2[S:11][C:10]3=[CH:12][N:13]([CH2:29][OH:27])[C:14](=[O:23])[C:15]([C:16]4[CH:17]=[CH:18][C:19]([Cl:22])=[CH:20][CH:21]=4)=[C:9]3[NH:8][C:7]=2[CH:24]=1 |f:1.2|. Reported procedure: To 1.0 g. of 7-trifluoromethyl-4-(4-chlorophenyl)-5H-pyrido[3,4-b][1,4]benzothiazin-3(2H)-one (2.5 mmol.) in 10 ml. dimethylformamide was added 6.0 ml. of a 5% sodium hydroxide solution (7.5 mmol.), and the resulting suspension was heated on a steam bath until a solution formed. To the solution was then added 10 ml. of a 36% formaldehyde solution (12.0 mmol.), and the resulting reaction mixture was heated until a yellow precipitate formed. The hot reaction mixture was filtered, and the precipita...